Task: describe an organic reaction: reactants, conditions, products, and yield. Dataset: the Open Reaction Database (ORD), a public repository of structured organic reaction records Reactants: C(=C\CCC)/[C@@H]1CC[C@H](CC1)C(=O)O (trans-4-(trans-1-pentenyl)cyclohexanecarboxylic acid), C(C)OC1=CC=C(C=C1)O (p-ethoxyphenol), C1(CCCCC1)N=C=NC1CCCCC1 (dicyclohexylcarbodiimide). The reagents and catalysts are CN(C1=CC=NC=C1)C (4-(dimethylamino)pyridine). The solvent is C(C)OCC (diethyl ether), C(Cl)Cl (methylene chloride). Reaction conditions: time 20 hour. Yields the product ethyl acetate petroleum ether, C(C)OC1=CC=C(C=C1)OC(=O)[C@@H]1CC[C@H](CC1)\C=C\CCC (trans-4-(trans-1-pentenyl)cyclohexanecarboxylic acid p-ethoxyphenyl ester). Yield: 83.7%. As a reaction SMILES: [CH:1](/[C@H:6]1[CH2:11][CH2:10][C@H:9]([C:12]([OH:14])=[O:13])[CH2:8][CH2:7]1)=[CH:2]\[CH2:3][CH2:4][CH3:5].[CH2:15]([O:17][C:18]1[CH:23]=[CH:22][C:21](O)=[CH:20][CH:19]=1)[CH3:16].C1(N=C=NC2CCCCC2)CCCCC1>CN(C)C1C=CN=CC=1.C(Cl)Cl.C(OCC)C>[CH2:15]([O:17][C:18]1[CH:23]=[CH:22][C:21]([O:13][C:12]([C@H:9]2[CH2:8][CH2:7][C@H:6](/[CH:1]=[CH:2]/[CH2:3][CH2:4][CH3:5])[CH2:11][CH2:10]2)=[O:14])=[CH:20][CH:19]=1)[CH3:16]. Procedure details: A mixture of 800 mg of trans-4-(trans-1-pentenyl)cyclohexanecarboxylic acid, 675.64 mg of p-ethoxyphenol, 1.01 g of dicyclohexylcarbodiimide and 49.79 mg of 4-(dimethylamino)pyridine was suspended in 14.5 ml of methylene chloride and stirred at room temperature for 20 hours. The mixture was subsequently diluted with diethyl ether, the precipitated urea was filtered off and the filtrate was concentrated. The residue was taken up in hexane and washed with dilute hydrochloric acid, sodium hydrogen ... RXN SMILES: [CH2:1]([O:8][C:9]([N:11]([CH3:33])[N:12]1[C:21]([C:22]([OH:24])=[O:23])=[C:20]([C:25]2[CH:30]=[CH:29][CH:28]=[CH:27][CH:26]=2)[C:19]2[C:14](=[CH:15][CH:16]=[C:17]([Cl:31])[CH:18]=2)[C:13]1=[O:32])=[O:10])[C:2]1[CH:7]=[CH:6][CH:5]=[CH:4][CH:3]=1.[C:34]([O:38][C:39](=[O:44])[NH:40][CH2:41][CH2:42]O)([CH3:37])([CH3:36])[CH3:35]>>[C:34]([O:38][C:39]([NH:40][CH2:41][CH2:42][O:23][C:22]([C:21]1[N:12]([N:11]([C:9]([O:8][CH2:1][C:2]2[CH:7]=[CH:6][CH:5]=[CH:4][CH:3]=2)=[O:10])[CH3:33])[C:13](=[O:32])[C:14]2[C:19]([C:20]=1[C:25]1[CH:30]=[CH:29][CH:28]=[CH:27][CH:26]=1)=[CH:18][C:17]([Cl:31])=[CH:16][CH:15]=2)=[O:24])=[O:44])([CH3:37])([CH3:36])[CH3:35]. Reactants: C(C1=CC=CC=C1)OC(=O)N(N1C(C2=CC=C(C=C2C(=C1C(=O)O)C1=CC=CC=C1)Cl)=O)C (2-[(benzyloxycarbonyl)(methyl)amino]-6-chloro-1-oxo-4-phenyl-1,2-dihydroisoquinoline-3-carboxylic acid), C(C)(C)(C)OC(NCCO)=O ((2-hydroxyethyl)carbamic acid tert-butyl ester), powder. Product: C(C)(C)(C)OC(=O)NCCOC(=O)C=1N(C(C2=CC=C(C=C2C1C1=CC=CC=C1)Cl)=O)N(C)C(=O)OCC1=CC=CC=C1 (2-[(benzyloxycarbonyl)(methyl)amino]-6-chloro-1-oxo-4-phenyl-1,2-dihydroisoquinoline-3-carboxylic acid 2-tert-butoxycarbonylaminoethyl ester). Procedure details: The present compound was synthesized by a method similar to that in Example 200 and using 2-[(benzyloxycarbonyl)(methyl)amino]-6-chloro-1-oxo-4-phenyl-1,2-dihydroisoquinoline-3-carboxylic acid (200 mg) and (2-hydroxyethyl)carbamic acid tert-butyl ester. A colorless powder (120 mg). Reactants: COc1ccccc1C1(Cl)C(=O)Nc2ccc(Cl)cc21, O=C(O)C(F)(F)F, CN(C)C(=O)C(N)C1CCCCC1. Product: COc1ccccc1C1(NC(C(=O)N(C)C)C2CCCCC2)C(=O)Nc2ccc(Cl)cc21. RXN SMILES: [Cl:1][C:2]1([c:13]2[c:14]([O:19][CH3:20])[cH:15][cH:16][cH:17][cH:18]2)[C:3](=[O:12])[NH:4][c:5]2[cH:6][cH:7][c:8]([Cl:11])[cH:9][c:10]21.[F:21][C:22]([F:23])([F:24])[C:25]([OH:26])=[O:27].[NH2:28][CH:29]([C:30](=[O:31])[N:32]([CH3:33])[CH3:34])[CH:35]1[CH2:36][CH2:37][CH2:38][CH2:39][CH2:40]1>>[C:2]1([c:13]2[c:14]([O:19][CH3:20])[cH:15][cH:16][cH:17][cH:18]2)([NH:28][CH:29]([C:30](=[O:31])[N:32]([CH3:33])[CH3:34])[CH:35]2[CH2:36][CH2:37][CH2:38][CH2:39][CH2:40]2)[C:3](=[O:12])[NH:4][c:5]2[cH:6][cH:7][c:8]([Cl:11])[cH:9][c:10]21. Reactants: CCC1C(=O)N(C)c2cnc(Cl)nc2N1C1CC1, c1cc(-c2ncc[nH]2)ccn1. The product is CCC1C(=O)N(C)c2cnc(-n3ccnc3-c3ccncc3)nc2N1C1CC1. RXN SMILES: [Cl:1][c:2]1[n:3][c:4]2[c:9]([cH:10][n:11]1)[N:8]([CH3:12])[C:7](=[O:13])[CH:6]([CH2:14][CH3:15])[N:5]2[CH:16]1[CH2:17][CH2:18]1.[nH:19]1[c:20](-[c:24]2[cH:25][cH:26][n:27][cH:28][cH:29]2)[n:21][cH:22][cH:23]1>>[c:2]1(-[n:19]2[c:20](-[c:24]3[cH:25][cH:26][n:27][cH:28][cH:29]3)[n:21][cH:22][cH:23]2)[n:3][c:4]2[c:9]([cH:10][n:11]1)[N:8]([CH3:12])[C:7](=[O:13])[CH:6]([CH2:14][CH3:15])[N:5]2[CH:16]1[CH2:17][CH2:18]1. The reactants are CCOC(=O)C(Cc1c[nH]c2ccc(Br)cc12)=NO, CC(=O)O, [Zn]. The product is CCOC(=O)C(N)Cc1c[nH]c2ccc(Br)cc12. Reaction SMILES: [CH2:1]([CH3:2])[O:3][C:4]([C:5]([CH2:6][c:7]1[cH:8][nH:9][c:10]2[cH:11][cH:12][c:13]([Br:16])[cH:14][c:15]12)=[N:17][OH:18])=[O:19].[CH3:20][C:21](=[O:22])[OH:23].[Zn:24]>>[CH2:1]([CH3:2])[O:3][C:4]([CH:5]([CH2:6][c:7]1[cH:8][nH:9][c:10]2[cH:11][cH:12][c:13]([Br:16])[cH:14][c:15]12)[NH2:17])=[O:19]. Reactants: EtOAc-light petroleum ether, C1(=CC=CC=C1)S(=O)(=O)O (benzenesulfonic acid), [Cl-].[Cl-].[Ca+2] (CaCl2), FC1=CC=C(OCC2OC(CC2)C#CCCOC(=O)C2OCCCC2)C=C1 ((5RS)-2-(4-fluorophenoxymethyl)-5-(4-tetrahydropyranoyloxybutyn-1-yl)-tetrahydrofuran). Solvent: ClCCl (dichloromethane), C(Cl)Cl (CH2Cl2). Run at temperature 0 celsius, time 3 hour. The product is C1(=CC=CC=C1)S(=O)(=O)C1CCC(O1)COC1=CC=C(C=C1)F ((5RS)-5-benzenesulfonyl-2-(4-fluorophenoxymethyl)tetrahydrofuran). As a reaction SMILES: [C:1]1([S:7]([OH:10])(=[O:9])=O)[CH:6]=[CH:5][CH:4]=[CH:3][CH:2]=1.[Cl-].[Cl-].[Ca+2].[F:14][C:15]1[CH:40]=[CH:39][C:18]([O:19][CH2:20][CH:21]2[CH2:25][CH2:24][CH:23](C#CCCOC(C3CCCCO3)=O)[O:22]2)=[CH:17][CH:16]=1>C(Cl)Cl>[C:1]1([S:7]([CH:23]2[O:22][CH:21]([CH2:20][O:19][C:18]3[CH:17]=[CH:16][C:15]([F:14])=[CH:40][CH:39]=3)[CH2:25][CH2:24]2)(=[O:9])=[O:10])[CH:2]=[CH:3][CH:4]=[CH:5][CH:6]=1 |f:1.2.3|. Procedure: To benzenesulfonic acid sodium salt (10.0 g, 0.061 mol), 25% HCl was added dropwise with stirring until the solid dissolved. The reaction mixture was extracted (100 mL each, 3 times) with EtOAc, dried over Na2SO4 and concentrated to give benzenesulfonic acid (7.8 g, 90%). To a 100 mL round bottom with a magnetic stir bar, benzenesulfonic acid (4.61 g, 0.0324 mol), CaCl2(3.6 g, 0.0324 mol) and dry dichloromethane (30 mL) were added. The reaction mixture was cooled to 0° C. and (2S) (5RS)-2-(4-flu... Reactants: Cc1cccc([N+](=O)[O-])c1Br, COc1ccc2c(c1)CCCC2=O. Product: COc1ccc2c(c1)CCC(c1c(C)cccc1[N+](=O)[O-])=C2. Reaction SMILES: [Br:14][c:15]1[c:16]([CH3:24])[cH:17][cH:18][cH:19][c:20]1[N+:21](=[O:22])[O-:23].[CH3:1][O:2][c:3]1[cH:4][c:5]2[c:10]([cH:11][cH:12]1)[C:9](=[O:13])[CH2:8][CH2:7][CH2:6]2>>[CH3:1][O:2][c:3]1[cH:4][c:5]2[c:10]([cH:11][cH:12]1)[CH:9]=[C:8]([c:15]1[c:16]([CH3:24])[cH:17][cH:18][cH:19][c:20]1[N+:21](=[O:22])[O-:23])[CH2:7][CH2:6]2.